This data is from the Open Reaction Database (ORD), a public repository of structured organic reaction records. The task is: describe an organic reaction: reactants, conditions, products, and yield Starting materials: CCCCCCCCCCCCCCCCCCOC(C)c1ccc(-c2ccc(C(=O)OCc3ccc(Cl)cc3)cc2)cc1, CO, C1CCOC1. The product is CCCCCCCCCCCCCCCCCCOC(C)c1ccc(-c2ccc(C(=O)O)cc2)cc1. Reaction SMILES: [CH2:1]([CH2:2][CH2:3][CH2:4][CH2:5][CH2:6][CH2:7][CH2:8][CH2:9][CH2:10][CH2:11][CH2:12][CH2:13][CH2:14][CH2:15][CH2:16][CH2:17][CH3:18])[O:19][CH:20]([CH3:21])[c:22]1[cH:23][cH:24][c:25](-[c:28]2[cH:29][cH:30][c:31]([C:34](=[O:35])[O:36][CH2:37][c:38]3[cH:39][cH:40][c:41]([Cl:42])[cH:43][cH:44]3)[cH:32][cH:33]2)[cH:26][cH:27]1.[CH3:50][OH:51].[O:45]1[CH2:46][CH2:47][CH2:48][CH2:49]1>>[CH2:1]([CH2:2][CH2:3][CH2:4][CH2:5][CH2:6][CH2:7][CH2:8][CH2:9][CH2:10][CH2:11][CH2:12][CH2:13][CH2:14][CH2:15][CH2:16][CH2:17][CH3:18])[O:19][CH:20]([CH3:21])[c:22]1[cH:23][cH:24][c:25](-[c:28]2[cH:29][cH:30][c:31]([C:34](=[O:35])[OH:36])[cH:32][cH:33]2)[cH:26][cH:27]1. The reactants are CC(=O)O, ClCc1ccccc1, CCOC(=O)C(CC1CCNCC1)C(=O)OCC, [Na+], [Na+], O=C([O-])[O-]. Reaction SMILES: [CH3:33][C:34](=[O:35])[OH:36].[Cl:1][CH2:2][c:3]1[cH:4][cH:5][cH:6][cH:7][cH:8]1.[NH:15]1[CH2:16][CH2:17][CH:18]([CH2:21][CH:22]([C:23](=[O:24])[O:25][CH2:26][CH3:27])[C:28](=[O:29])[O:30][CH2:31][CH3:32])[CH2:19][CH2:20]1.[Na+:10].[Na+:9].[O-:11][C:12](=[O:13])[O-:14]>>[CH2:2]([c:3]1[cH:4][cH:5][cH:6][cH:7][cH:8]1)[N:15]1[CH2:16][CH2:17][CH:18]([CH2:21][CH:22]([C:23](=[O:24])[O:25][CH2:26][CH3:27])[C:28](=[O:29])[O:30][CH2:31][CH3:32])[CH2:19][CH2:20]1. Yields the product CCOC(=O)C(CC1CCN(Cc2ccccc2)CC1)C(=O)OCC. The reactants are O=C([O-])O, Oc1ccc(-c2cnc(NC(=S)Cc3ccccc3)c(Cc3ccccc3)n2)cc1, CC(=O)OC(C)=O, CCOC(C)=O, [Na+], c1ccncc1. The product is CC(=O)Oc1ccc(-c2cnc(NC(=S)Cc3ccccc3)c(Cc3ccccc3)n2)cc1. Reaction SMILES: [C:38](=[O:39])([OH:40])[O-:41].[CH2:1]([c:2]1[cH:3][cH:4][cH:5][cH:6][cH:7]1)[c:8]1[c:9]([NH:21][C:22]([CH2:23][c:24]2[cH:25][cH:26][cH:27][cH:28][cH:29]2)=[S:30])[n:10][cH:11][c:12](-[c:14]2[cH:15][cH:16][c:17]([OH:20])[cH:18][cH:19]2)[n:13]1.[CH3:31][C:32](=[O:33])[O:34][C:35](=[O:36])[CH3:37].[CH3:43][CH2:44][O:45][C:46](=[O:47])[CH3:48].[Na+:42].[cH:49]1[cH:50][cH:51][n:52][cH:53][cH:54]1>>[CH2:1]([c:2]1[cH:3][cH:4][cH:5][cH:6][cH:7]1)[c:8]1[c:9]([NH:21][C:22]([CH2:23][c:24]2[cH:25][cH:26][cH:27][cH:28][cH:29]2)=[S:30])[n:10][cH:11][c:12](-[c:14]2[cH:15][cH:16][c:17]([O:20][C:32]([CH3:31])=[O:33])[cH:18][cH:19]2)[n:13]1.